The task is: describe an organic reaction: reactants, conditions, products, and yield. This data is from the Open Reaction Database (ORD), a public repository of structured organic reaction records. Starting materials: I, O=C(Cl)c1cccs1, Nc1nc2c(s1)Cc1ccccc1-2. Yields the product O=C(Nc1nc2c(s1)Cc1ccccc1-2)c1cccs1. RXN SMILES: [IH:1].[s:15]1[c:16]([C:20](=[O:21])[Cl:22])[cH:17][cH:18][cH:19]1.[s:2]1[c:3]([NH2:14])[n:4][c:5]2[c:6]1[CH2:7][c:8]1[cH:9][cH:10][cH:11][cH:12][c:13]1-2>>[s:2]1[c:3]([NH:14][C:20]([c:16]2[s:15][cH:19][cH:18][cH:17]2)=[O:21])[n:4][c:5]2[c:6]1[CH2:7][c:8]1[cH:9][cH:10][cH:11][cH:12][c:13]1-2. The reactants are O=[N+]([O-])c1ccc(Oc2ccnc3cc(Br)sc23)c(F)c1, COCCOC, CN1CC=C(OS(=O)(=O)C(F)(F)F)CC1, [K+], [K+], [Na+], O=C([O-])[O-], O=C([O-])O, O, c1ccc(P(c2ccccc2)(c2ccccc2)[Pd](P(c2ccccc2)(c2ccccc2)c2ccccc2)(P(c2ccccc2)(c2ccccc2)c2ccccc2)P(c2ccccc2)(c2ccccc2)c2ccccc2)cc1. Yields the product CN1CC=C(c2cc3nccc(Oc4ccc([N+](=O)[O-])cc4F)c3s2)CC1. Reaction SMILES: [Br:22][c:23]1[cH:24][c:25]2[n:26][cH:27][cH:28][c:29]([O:32][c:33]3[c:34]([F:42])[cH:35][c:36]([N+:39](=[O:40])[O-:41])[cH:37][cH:38]3)[c:30]2[s:31]1.[CH3:48][O:49][CH2:50][CH2:51][O:52][CH3:53].[F:1][C:2]([F:3])([F:4])[S:5]([O:6][C:7]1=[CH:12][CH2:11][N:10]([CH3:13])[CH2:9][CH2:8]1)(=[O:14])=[O:15].[K+:16].[K+:17].[Na+:47].[O-:18][C:19]([O-:20])=[O:21].[O-:43][C:44]([OH:45])=[O:46].[OH2:54].[cH:55]1[cH:56][cH:57][c:58]([P:59]([Pd:60]([P:61]([c:62]2[cH:63][cH:64][cH:65][cH:66][cH:67]2)([c:68]2[cH:69][cH:70][cH:71][cH:72][cH:73]2)[c:74]2[cH:75][cH:76][cH:77][cH:78][cH:79]2)([P:80]([c:81]2[cH:82][cH:83][cH:84][cH:85][cH:86]2)([c:87]2[cH:88][cH:89][cH:90][cH:91][cH:92]2)[c:93]2[cH:94][cH:95][cH:96][cH:97][cH:98]2)[P:99]([c:100]2[cH:101][cH:102][cH:103][cH:104][cH:105]2)([c:106]2[cH:107][cH:108][cH:109][cH:110][cH:111]2)[c:112]2[cH:113][cH:114][cH:115][cH:116][cH:117]2)([c:118]2[cH:119][cH:120][cH:121][cH:122][cH:123]2)[c:124]2[cH:125][cH:126][cH:127][cH:128][cH:129]2)[cH:130][cH:131]1>>[C:7]1([c:23]2[cH:24][c:25]3[n:26][cH:27][cH:28][c:29]([O:32][c:33]4[c:34]([F:42])[cH:35][c:36]([N+:39](=[O:40])[O-:41])[cH:37][cH:38]4)[c:30]3[s:31]2)=[CH:12][CH2:11][N:10]([CH3:13])[CH2:9][CH2:8]1.